Dataset: the Open Reaction Database (ORD), a public repository of structured organic reaction records. Task: describe an organic reaction: reactants, conditions, products, and yield Starting materials: C(C1=CC=CC=C1)(C1=CC=CC=C1)N1CCC2=CC(=CC=C12)C(O)(C(F)(F)Cl)C(F)(F)Cl (1-benzhydryl-α,α-bis(chlorodifluoromethyl)-2,3-dihydro-1H-indole-5-methanol). The reagents and catalysts are [Pd] (palladium on charcoal). The solvent is alcohol, Cl (hydrochloric acid). Yields the product Cl.ClC(C(O)(C=1C=C2CCNC2=CC1)C(F)(F)Cl)(F)F (α,α-bis(chlorodifluoromethyl)-2,3-dihydro-1H-indole-5-methanol hydrochloride). Reaction SMILES: C([N:14]1[C:22]2[C:17](=[CH:18][C:19]([C:23]([C:29]([Cl:32])([F:31])[F:30])([C:25]([Cl:28])([F:27])[F:26])[OH:24])=[CH:20][CH:21]=2)[CH2:16][CH2:15]1)(C1C=CC=CC=1)C1C=CC=CC=1>Cl.[Pd]>[ClH:28].[Cl:32][C:29]([F:30])([F:31])[C:23]([C:25]([Cl:28])([F:26])[F:27])([C:19]1[CH:18]=[C:17]2[C:22](=[CH:21][CH:20]=1)[NH:14][CH2:15][CH2:16]2)[OH:24] |f:3.4|. Procedure details: The crude 1-benzhydryl-α,α-bis(chlorodifluoromethyl)-2,3-dihydro-1H-indole-5-methanol is dissolved in a mixture of 200 ml of alcohol and 20 ml of concentrated hydrochloric acid and is hydrogenated at an initial pressure of three atmospheres in the presence of 1.5 g of 10% palladium on charcoal in a Parr shaker apparatus until no further change of pressure is observed. The catalyst is filtered off, and the filtrate is evaporated. The residue is evaporated repeatedly with toluene to remove traces ... The reactants are C(C)(=O)Cl (acetyl chloride), CN([C@@H]1CN(CC1)C=1C(=C(C(=C2N=C(OC21)NC)C#N)C)C2=CC=CC=C2)C (7-[(3S)-3-(Dimethylamino)pyrrolidin-1-yl]-5-methyl-2-(methylamino)-6-phenyl-1,3-benzoxazole-4-carbonitrile), O1CCCC1 (tetrahydrofuran), C(C)(=O)Cl (acetyl chloride), C(C)(C)N(CC)C(C)C (diisopropylethylamine), N1=CC=CC=C1 (pyridine). The solvent is O (water), C(C)(=O)OCC (ethyl acetate). Reaction conditions: time 2 hour. The product is C(#N)C1=C(C(=C(C2=C1N=C(O2)N(C(C)=O)C)N2C[C@H](CC2)N(C)C)C2=CC=CC=C2)C (N-{4-Cyano-7-[(3S)-3-(dimethylamino)pyrrolidin-1-yl]-5-methyl-6-phenyl-1,3-benzoxazol-2-yl}-N-methylacetamide). The yield is 17.0%. Reaction SMILES: CN(C)[C@H]1CCN(C2[C:9]([C:22]3[CH:27]=[CH:26][CH:25]=[CH:24][CH:23]=3)=[C:10]([CH3:21])[C:11]([C:19]#[N:20])=[C:12]3C=2O[C:14]([NH:17][CH3:18])=[N:13]3)C1.[C:29](Cl)(=[O:31])[CH3:30].[CH:33]([N:36]([CH:39]([CH3:41])[CH3:40])[CH2:37]C)(C)C.[N:42]1[CH:47]=CC=CC=1.[O:48]1CC[CH2:50][CH2:49]1>C(OCC)(=O)C.O>[C:19]([C:11]1[C:12]2[N:13]=[C:14]([N:17]([CH3:18])[C:49](=[O:48])[CH3:50])[O:31][C:29]=2[C:30]([N:42]2[CH2:47][CH2:41][C@H:39]([N:36]([CH3:37])[CH3:33])[CH2:40]2)=[C:9]([C:22]2[CH:23]=[CH:24][CH:25]=[CH:26][CH:27]=2)[C:10]=1[CH3:21])#[N:20]. Reported procedure: 7-[(3S)-3-(Dimethylamino)pyrrolidin-1-yl]-5-methyl-2-(methylamino)-6-phenyl-1,3-benzoxazole-4-carbonitrile (#53) (60 mg, 0.16 mmol) was dissolved in tetrahydrofuran (1.2 ml), and with cooling with ice, acetyl chloride (14 μl, 0.19 mmol) and diisopropylethylamine (38 μl, 0.22 mmol) were added, followed by stirring at room temperature for 2 hours. Further, acetyl chloride (14 μl, 0.19 mmol) was added, followed by heating under reflux for 1.5 hours. Since the reaction did not go on, pyridine (1.2 m... Reactants: C(=O)(O)[O-].[Na+] (NaHCO3), ice, CC1(OC[C@@H](O1)CCN1C=CC2=CC=CC=C12)C (1-[2-((4S)-2,2-dimethyl-1,3-dioxolan-4-yl)ethyl]-1H-indole), Cl (HCl). Solvent: C1CCOC1 (THF). Conditions: time 2.5 hour. Yields the product N1(C=CC2=CC=CC=C12)CC[C@@H](CO)O ((S)-4-(1-indolyl)-butane-1,2-diol). Yield: 103.3%. Reaction SMILES: CC1(C)[O:6][C@@H:5]([CH2:7][CH2:8][N:9]2[C:17]3[C:12](=[CH:13][CH:14]=[CH:15][CH:16]=3)[CH:11]=[CH:10]2)[CH2:4][O:3]1.Cl.C([O-])(O)=O.[Na+]>C1COCC1>[N:9]1([CH2:8][CH2:7][C@H:5]([OH:6])[CH2:4][OH:3])[C:17]2[C:12](=[CH:13][CH:14]=[CH:15][CH:16]=2)[CH:11]=[CH:10]1 |f:2.3|. Reported procedure: To an ice cooled solution of 1-[2-((4S)-2,2-dimethyl-1,3-dioxolan-4-yl)ethyl]-1H-indole (520 mg, 2.12 mmol) in THF (10 ml) was added portionwise 1N-HCl (8.48 ml). After the addition was completed, the reaction mixture was stirred at room temperature for 2.5 hours. An aqueous solution of NaHCO3 was added, and the resulting mixture was stirred for several minutes. The mixture was extracted with ethyl acetate. The organic layer was washed with brine, dried (magnesium sulfate) and concentrated in va... The reactants are O1C(OCC1)C1=CC=2OCCCC2S1 (2-(1,3-Dioxolan-2-yl)-6,7-dihydro-5H-thieno[3,2-b]pyran), polystyrene-sulfonic acid, CC=1C=CC(=CC1)S(=O)(=O)O (TsOH). The reagents and catalysts are O (water). The solvent is CC(=O)C (acetone). The product is S1C(=CC=2OCCCC21)C=O (6,7-Dihydro-5H-thieno[3,2-b]pyran-2-carbaldehyde), oil. Reaction SMILES: [O:1]1CCO[CH:2]1[C:6]1[S:14][C:13]2[CH2:12][CH2:11][CH2:10][O:9][C:8]=2[CH:7]=1.CC1C=CC(S(O)(=O)=O)=CC=1>CC(C)=O.O>[S:14]1[C:13]2[CH2:12][CH2:11][CH2:10][O:9][C:8]=2[CH:7]=[C:6]1[CH:2]=[O:1]. Procedure details: 2-(1,3-Dioxolan-2-yl)-6,7-dihydro-5H-thieno[3,2-b]pyran (0.48 g, 2.24 mmol) was dissolved in acetone (25 ml) and water (25 drops) and stirred with polystyrene-sulfonic acid resin (MP-TsOH, Argonaut Technologies inc, 1.35 mmol/g, 200 mg, 0.27 mmol) overnight. The reaction mixture was filtered, the filtrate evaporated and azeotroped with toluene. The title compound was obtained as a pale orange oil (0.44 g). Reactants: CC(C)(C)NNC(=O)c1ccccc1, CCOCC, O=S(=O)(Cl)c1ccccc1, c1ccncc1. Yields the product CC(C)(C)N(NC(=O)c1ccccc1)S(=O)(=O)c1ccccc1. Reaction SMILES: [C:1]([c:2]1[cH:3][cH:4][cH:5][cH:6][cH:7]1)(=[O:8])[NH:9][NH:10][C:11]([CH3:12])([CH3:13])[CH3:14].[CH3:31][CH2:32][O:33][CH2:34][CH3:35].[c:15]1([S:21](=[O:22])(=[O:23])[Cl:24])[cH:16][cH:17][cH:18][cH:19][cH:20]1.[cH:25]1[cH:26][cH:27][n:28][cH:29][cH:30]1>>[C:1]([c:2]1[cH:3][cH:4][cH:5][cH:6][cH:7]1)(=[O:8])[NH:9][N:10]([C:11]([CH3:12])([CH3:13])[CH3:14])[S:21]([c:15]1[cH:16][cH:17][cH:18][cH:19][cH:20]1)(=[O:22])=[O:23].